Dataset: the Open Reaction Database (ORD), a public repository of structured organic reaction records. Task: describe an organic reaction: reactants, conditions, products, and yield Starting materials: O([C@H]1[C@@H](O)[C@H](O)[C@H](O)[C@@H](O1)C)[C@@H]1[C@H](C(O)O[C@@H]([C@H]1O)CO)NC(=O)C (Fucα1→3GlcNAc), C[C@H]1[C@H]([C@H]([C@@H]([C@@H](O1)O[C@H]([C@H](C=O)NC(=O)C)[C@@H]([C@@H](CO)O)O[C@H]2[C@@H]([C@H]([C@H]([C@H](O2)CO)O)O[C@@]3(C[C@@H]([C@H]([C@@H](O3)[C@@H]([C@@H](CO)O)O)NC(=O)C)O)C(=O)O)O)O)O)O (Slex). Yields the product OC(=O)[C@@]1(O[C@@H]2[C@H]([C@H](O[C@H]3[C@@H]([C@H]([C@H](O)O[C@@H]3CO)NC(=O)C)O[C@H]3[C@@H](O)[C@H](O)[C@H](O)[C@@H](O3)C)O[C@@H]([C@@H]2O)CO)O)C[C@H](O)[C@@H](NC(=O)C)[C@@H](O1)[C@H](O)[C@H](O)CO (NeuAcα2→3Galβ1→4(Fucα1→3)GlcNAcβ1,). As a reaction SMILES: O([C@H]1[C@H](O)[C@@H](CO)OC(O)[C@@H]1NC(C)=O)[C@@H]1O[C@@H](C)[C@@H](O)[C@@H](O)[C@@H]1O.[CH3:26][C@@H:27]1[O:32][C@@H:31]([O:33][C@@H:34]([C@H:42]([O:47][C@@H:48]2[O:53][C@H:52]([CH2:54][OH:55])[C@H:51]([OH:56])[C@H:50]([O:57][C@@:58]3([C:75]([OH:77])=[O:76])[O:63][C@@H:62]([C@H:64]([OH:69])[C@H:65]([OH:68])[CH2:66][OH:67])[C@H:61]([NH:70][C:71]([CH3:73])=[O:72])[C@@H:60]([OH:74])[CH2:59]3)[C@H:49]2[OH:78])[C@H:43]([OH:46])[CH2:44][OH:45])[C@@H:35]([NH:38][C:39]([CH3:41])=[O:40])[CH:36]=[O:37])[C@@H:30]([OH:79])[C@H:29]([OH:80])[C@@H:28]1[OH:81]>>[OH:76][C:75]([C@@:58]1([O:63][C@@H:62]([C@@H:64]([C@@H:65]([CH2:66][OH:67])[OH:68])[OH:69])[C@H:61]([NH:70][C:71]([CH3:73])=[O:72])[C@@H:60]([OH:74])[CH2:59]1)[O:57][C@H:50]1[C@@H:51]([OH:56])[C@@H:52]([CH2:54][OH:55])[O:53][C@@H:48]([O:47][C@@H:42]2[C@@H:43]([CH2:44][OH:45])[O:46][C@@H:36]([OH:37])[C@H:35]([NH:38][C:39]([CH3:41])=[O:40])[C@H:34]2[O:33][C@@H:31]2[O:32][C@@H:27]([CH3:26])[C@@H:28]([OH:81])[C@@H:29]([OH:80])[C@@H:30]2[OH:79])[C@@H:49]1[OH:78])=[O:77]. Procedure: NeuAcα2→3Galβ1→4(Fucα1→3GlcNAc=Slex. RXN SMILES: [CH3:25][c:26]1[cH:27][cH:28][c:29]([S:30]([O:31][CH2:36][CH2:37][c:38]2[s:39][cH:40][cH:41][cH:42]2)(=[O:32])=[O:33])[cH:34][cH:35]1.[CH3:49][CH:50]([CH3:51])[CH2:52][C:53](=[O:54])[CH3:55].[Na+:43].[Na+:44].[O-:45][C:46](=[O:47])[O-:48].[c:1]1([CH2:7][CH2:8][N:9]2[CH2:10][CH2:11][CH:12]([NH:15][c:16]3[n:17][c:18]4[c:19]([nH:20]3)[cH:21][cH:22][cH:23][cH:24]4)[CH2:13][CH2:14]2)[cH:2][cH:3][cH:4][cH:5][cH:6]1>>[c:1]1([CH2:7][CH2:8][N:9]2[CH2:10][CH2:11][CH:12]([NH:15][c:16]3[n:17]([CH2:36][CH2:37][c:38]4[s:39][cH:40][cH:41][cH:42]4)[c:18]4[c:19]([n:20]3)[cH:21][cH:22][cH:23][cH:24]4)[CH2:13][CH2:14]2)[cH:2][cH:3][cH:4][cH:5][cH:6]1. Yields the product c1ccc(CCN2CCC(Nc3nc4ccccc4n3CCc3cccs3)CC2)cc1. Reactants: Cc1ccc(S(=O)(=O)OCCc2cccs2)cc1, CC(=O)CC(C)C, [Na+], [Na+], O=C([O-])[O-], c1ccc(CCN2CCC(Nc3nc4ccccc4[nH]3)CC2)cc1.